From a dataset of the Open Reaction Database (ORD), a public repository of structured organic reaction records. describe an organic reaction: reactants, conditions, products, and yield Starting materials: N#Cc1ccccc1C=O, C1CCNCC1, COC(=O)CC(=O)C(OC)OC, CC(=O)O, c1ccccc1. Product: COC(=O)C(=Cc1ccccc1C#N)C(=O)C(OC)OC. As a reaction SMILES: [C:1](#[N:2])[c:3]1[c:4]([CH:5]=[O:6])[cH:7][cH:8][cH:9][cH:10]1.[CH2:23]1[CH2:24][CH2:25][NH:26][CH2:27][CH2:28]1.[CH3:11][O:12][CH:13]([C:14]([CH2:15][C:16](=[O:17])[O:18][CH3:19])=[O:20])[O:21][CH3:22].[CH3:35][C:36](=[O:37])[OH:38].[cH:29]1[cH:30][cH:31][cH:32][cH:33][cH:34]1>>[C:1](#[N:2])[c:3]1[c:4]([CH:5]=[C:15]([C:14]([CH:13]([O:12][CH3:11])[O:21][CH3:22])=[O:20])[C:16](=[O:17])[O:18][CH3:19])[cH:7][cH:8][cH:9][cH:10]1. Starting materials: Br[Si](C)(C)C (Bromotrimethylsilane), C(C)OP(=O)(OCC)COCCCON1C=2N=C(NC(C2N=C1)=O)N (9-[3-(diethoxyphosphorylmethoxy)propoxy]guanine). The solvent is CN(C=O)C (N,N-dimethylformamide). Conditions: temperature 25 celsius, time 2 hour. Yields the product P(=O)(O)(O)COCCCON1C=2N=C(NC(C2N=C1)=O)N (9-[3-(phosphonomethoxy)propoxy]guanine). Isolated yield 83.6%. Reaction SMILES: Br[Si](C)(C)C.C([O:8][P:9]([CH2:14][O:15][CH2:16][CH2:17][CH2:18][O:19][N:20]1[CH:28]=[N:27][C:26]2[C:25](=[O:29])[NH:24][C:23]([NH2:30])=[N:22][C:21]1=2)([O:11]CC)=[O:10])C>CN(C)C=O>[P:9]([CH2:14][O:15][CH2:16][CH2:17][CH2:18][O:19][N:20]1[CH:28]=[N:27][C:26]2[C:25](=[O:29])[NH:24][C:23]([NH2:30])=[N:22][C:21]1=2)([OH:11])([OH:10])=[O:8]. Procedure: Bromotrimethylsilane (0.79 ml, 6 mmol) was added dropwise to a solution of 9-[3-(diethoxyphosphorylmethoxy)propoxy]guanine (0.38 g, 1 mmol) in dry N,N-dimethylformamide (4 ml) and the reaction stirred under nitrogen at 25° C. for 2 h. Concentration in vacuo, followed by co-evaporation three times with methanol gave an off-white solid which on recrystallisation from hot water gave 9-[3-(phosphonomethoxy)propoxy]guanine (267 mg, 83%) as a white crystalline solid; m.p. 247°-250° C.; νmax (KBr) 3320... Reactants: OC=1C=C(C=CC1)C1=C(C=NC2=C(C=CC=C12)C(F)(F)F)C(=O)C1=CC=CC=C1 ([4-(3-hydroxyphenyl)-8-(trifluoromethyl)-quinolin-3-yl](phenyl)methanone), COC(C1=CC(=C(C=C1)CBr)OC)=O (4-Bromomethyl-3-methoxy-benzoic acid methyl ester), [OH-].[Na+] (sodium hydroxide). Run in C1CCOC1.CO (THF MeOH). The product is C(C1=CC=CC=C1)(=O)C=1C=NC2=C(C=CC=C2C1C=1C=C(OCC2=C(C=C(C(=O)O)C=C2)OC)C=CC1)C(F)(F)F (4-({3-[3-BENZOYL-8-(TRIFLUOROMETHYL)QUINOLIN-4-YL]PHENOXY}METHYL)-3METHOXY-BENZOIC ACID). As a reaction SMILES: [OH:1][C:2]1[CH:3]=[C:4]([C:8]2[C:17]3[C:12](=[C:13]([C:18]([F:21])([F:20])[F:19])[CH:14]=[CH:15][CH:16]=3)[N:11]=[CH:10][C:9]=2[C:22]([C:24]2[CH:29]=[CH:28][CH:27]=[CH:26][CH:25]=2)=[O:23])[CH:5]=[CH:6][CH:7]=1.C[O:31][C:32](=[O:43])[C:33]1[CH:38]=[CH:37][C:36]([CH2:39]Br)=[C:35]([O:41][CH3:42])[CH:34]=1.[OH-].[Na+]>C1COCC1.CO>[C:22]([C:9]1[CH:10]=[N:11][C:12]2[C:17]([C:8]=1[C:4]1[CH:3]=[C:2]([CH:7]=[CH:6][CH:5]=1)[O:1][CH2:39][C:36]1[CH:37]=[CH:38][C:33]([C:32]([OH:43])=[O:31])=[CH:34][C:35]=1[O:41][CH3:42])=[CH:16][CH:15]=[CH:14][C:13]=2[C:18]([F:21])([F:19])[F:20])(=[O:23])[C:24]1[CH:25]=[CH:26][CH:27]=[CH:28][CH:29]=1 |f:2.3,4.5|. Reported procedure: The title compound was prepared from [4-(3-hydroxyphenyl)-8-(trifluoromethyl)-quinolin-3-yl](phenyl)methanone and 4-Bromomethyl-3-methoxy-benzoic acid methyl ester following the procedure of Example 478 then hydrolysis using sodium hydroxide in THF:MeOH (1:2) at RT for 12 hr, the reaction mixture was acidified and concentrated. The crude residue was purified by reverse phase HPLC to provide the desired compound: mp 100-110° C.; MS (ES) m/z 555.8; HRMS: calcd for C32H22F3NO5+H+, 558.15228; found ...